Task: describe an organic reaction: reactants, conditions, products, and yield. Dataset: the Open Reaction Database (ORD), a public repository of structured organic reaction records Reactants: C=C1CCCCC1 (methylenecyclohexane), C=C1CCCC1 (methylenecyclopentane), CC(=C)CCC (2-methyl-1-pentene), CC(C)=CC(C)(C)C (2,4,4-trimethyl-2-pentene), C1(=CC=CC=C1)C(=C)CC1=CC=CC=C1 (2,3-diphenyl-1-propene). Product: CC(=C)CCC (2-methyl-1-pentene), CC(C)=CCC (2-methyl-2-pentene), 4-methyl-2-pentenes. RXN SMILES: [CH2:1]=[C:2]1[CH2:7]C[CH2:5][CH2:4][CH2:3]1.[CH2:8]=[C:9]1[CH2:13][CH2:12][CH2:11][CH2:10]1.CC(CCC)=C.CC(=CC(C)(C)C)C.C1(C(CC2C=CC=CC=2)=C)C=CC=CC=1>>[CH3:7][C:2]([CH2:3][CH2:4][CH3:5])=[CH2:1].[CH3:8][C:9](=[CH:10][CH2:11][CH3:12])[CH3:13]. Procedure details: Under similar reaction conditions as in Example 5, methylenecyclohexane, methylenecyclopentane, 2-methyl-1-pentene, 2,4,4-trimethyl-2-pentene and 2,3-diphenyl-1-propene underwent the isomerization to the thermodynamically more stable isomers shown in Table 1. The isomerization of 2-methyl-1-pentene afforded only 2-methyl-2-pentene and 4-methyl-2-pentenes were not observed. The reactants are BrB(Br)Br, ClCCl, CC(C)(C)Oc1ccc(-c2noc(C(F)(F)F)c2Cl)c(F)c1. The product is Oc1ccc(-c2noc(C(F)(F)F)c2Cl)c(F)c1. Reaction SMILES: [B:23]([Br:24])([Br:25])[Br:26].[CH2:27]([Cl:28])[Cl:29].[Cl:1][c:2]1[c:3](-[c:11]2[c:12]([F:22])[cH:13][c:14]([O:17][C:18]([CH3:19])([CH3:20])[CH3:21])[cH:15][cH:16]2)[n:4][o:5][c:6]1[C:7]([F:8])([F:9])[F:10]>>[Cl:1][c:2]1[c:3](-[c:11]2[c:12]([F:22])[cH:13][c:14]([OH:17])[cH:15][cH:16]2)[n:4][o:5][c:6]1[C:7]([F:8])([F:9])[F:10]. The reactants are O[C@H]1C[C@@H](CC2=CC=C3[C@@H]4CC[C@H]([C@@H](CCC(C(C)C)O)C)[C@]4(CC[C@@H]3[C@@]12C)C)O (1α,3β,24-trihydroxycholesta-5,7-diene), C(C1=CC=CC=C1)(=O)Cl (benzoyl chloride). The solvent is N1=CC=CC=C1 (pyridine). Run at time 1 day. The product is O[C@H]1C[C@@H](CC2=CC=C3[C@@H]4CC[C@H]([C@@H](CCC(C(C)C)OC(C5=CC=CC=C5)=O)C)[C@]4(CC[C@@H]3[C@@]12C)C)OC(C1=CC=CC=C1)=O (1α-hydroxy-3β,24-dibenzoyloxycholesta-5,7-diene). Reaction SMILES: [OH:1][C@@H:2]1[C@@:27]2([CH3:28])[C:6](=[CH:7][CH:8]=[C:9]3[C@@H:26]2[CH2:25][CH2:24][C@@:23]2([CH3:29])[C@H:10]3[CH2:11][CH2:12][C@@H:13]2[C@H:14]([CH3:22])[CH2:15][CH2:16][CH:17]([OH:21])[CH:18]([CH3:20])[CH3:19])[CH2:5][C@@H:4]([OH:30])[CH2:3]1.[C:31](Cl)(=[O:38])[C:32]1[CH:37]=[CH:36][CH:35]=[CH:34][CH:33]=1>N1C=CC=CC=1>[OH:1][C@@H:2]1[C@@:27]2([CH3:28])[C:6](=[CH:7][CH:8]=[C:9]3[C@@H:26]2[CH2:25][CH2:24][C@@:23]2([CH3:29])[C@H:10]3[CH2:11][CH2:12][C@@H:13]2[C@H:14]([CH3:22])[CH2:15][CH2:16][CH:17]([O:21][C:31](=[O:38])[C:32]2[CH:37]=[CH:36][CH:35]=[CH:34][CH:33]=2)[CH:18]([CH3:20])[CH3:19])[CH2:5][C@@H:4]([O:30][C:2](=[O:1])[C:27]2[CH:6]=[CH:7][CH:8]=[CH:9][CH:26]=2)[CH2:3]1. Procedure: 250 mg of 1α,3β,24-trihydroxycholesta-5,7-diene prepared in the same way as in Example 14, (D-1) was mixed with 210 mg of benzoyl chloride and 5 ml. of pyridine, and the mixture was allowed to stand at 23° C. for one day. The resulting reaction mixture was treated in the same way as in Example 21 to afford 1α-hydroxy-3β,24-dibenzoyloxycholesta-5,7-diene. Reactants: [OH-].[Mg+2].[OH-] (Magnesium hydroxide), C(CCC(=O)O)(=O)O (succinic acid). Solvent: O (water). The product is C(CCC(=O)[O-])(=O)[O-].[Mg+2] (Magnesium Succinate). Reaction SMILES: [OH-].[Mg+2:2].[OH-].[C:4]([OH:11])(=[O:10])[CH2:5][CH2:6][C:7]([OH:9])=[O:8]>O>[C:4]([O-:11])(=[O:10])[CH2:5][CH2:6][C:7]([O-:9])=[O:8].[Mg+2:2] |f:0.1.2,5.6|. Reported procedure: Magnesium hydroxide (99 g) was added to a solution of 200 g succinic acid in 888 g water at room temperature and heated up to complete dissolution (by visual observation).